Dataset: the Open Reaction Database (ORD), a public repository of structured organic reaction records. Task: describe an organic reaction: reactants, conditions, products, and yield The reactants are ClC=1NC=C(N1)[N+](=O)[O-] (2-Chloro-4-nitro-1H-imidazole), O1CC12CCN(CC2)C(CN2CCN(CC2)C(=O)OC(C)(C)C)=O (tert-butyl 4-{2-(1-oxa-6-azaspiro[2,5]octan-6-yl)-2-oxoethyl}piperazine-1-carboxylate), C(O)([O-])=O.[Na+] (sodium hydrogencarbonate). Solvent: C(C)O (ethanol). Yields the product ClC=1N(C=C(N1)[N+](=O)[O-])CC1(CCN(CC1)C(CN1CCN(CC1)C(=O)OC(C)(C)C)=O)O (tert-butyl 4-{2-[4-(2-chloro-4-nitroimidazol-1-ylmethyl)-4-hydroxypiperidin-1-yl]-2-oxoethyl}piperazine-1-carboxylate). The yield is 60.5%. As a reaction SMILES: [Cl:1][C:2]1[NH:3][CH:4]=[C:5]([N+:7]([O-:9])=[O:8])[N:6]=1.[O:10]1[C:12]2([CH2:17][CH2:16][N:15]([C:18](=[O:33])[CH2:19][N:20]3[CH2:25][CH2:24][N:23]([C:26]([O:28][C:29]([CH3:32])([CH3:31])[CH3:30])=[O:27])[CH2:22][CH2:21]3)[CH2:14][CH2:13]2)[CH2:11]1.C(=O)([O-])O.[Na+]>C(O)C>[Cl:1][C:2]1[N:3]([CH2:11][C:12]2([OH:10])[CH2:13][CH2:14][N:15]([C:18](=[O:33])[CH2:19][N:20]3[CH2:25][CH2:24][N:23]([C:26]([O:28][C:29]([CH3:31])([CH3:30])[CH3:32])=[O:27])[CH2:22][CH2:21]3)[CH2:16][CH2:17]2)[CH:4]=[C:5]([N+:7]([O-:9])=[O:8])[N:6]=1 |f:2.3|. Reported procedure: 2-Chloro-4-nitro-1H-imidazole (1.29 g, 8.76 mmol), tert-butyl 4-{2-(1-oxa-6-azaspiro[2,5]octan-6-yl)-2-oxoethyl}piperazine-1-carboxylate (2.97 g, 8.76 mmol) and sodium hydrogencarbonate (809 mg, 9.64 mmol) in ethanol (10 ml) was stirred under reflux for 5 hours. The reaction mixture was concentrated under reduced pressure, and a saturated sodium hydrogencarbonate solution was added. The solution was extracted with methylene chloride. The organic phase was dried over magnesium sulfate and then fi... Reactants: CCS(=O)(=O)Cl, CC1(c2cccc(N)c2)C2CN(CCCc3ccccc3)CC21, ClCCl, c1ccncc1. The product is CCS(=O)(=O)Nc1cccc(C2(C)C3CN(CCCc4ccccc4)CC32)c1. Reaction SMILES: [CH2:30]([CH3:31])[S:32](=[O:33])(=[O:34])[Cl:35].[CH3:1][C:2]1([c:17]2[cH:18][c:19]([NH2:23])[cH:20][cH:21][cH:22]2)[CH:3]2[CH2:4][N:5]([CH2:8][CH2:9][CH2:10][c:11]3[cH:12][cH:13][cH:14][cH:15][cH:16]3)[CH2:6][CH:7]12.[Cl:36][CH2:37][Cl:38].[cH:24]1[cH:25][cH:26][n:27][cH:28][cH:29]1>>[CH3:1][C:2]1([c:17]2[cH:18][c:19]([NH:23][S:32]([CH2:30][CH3:31])(=[O:33])=[O:34])[cH:20][cH:21][cH:22]2)[CH:3]2[CH2:4][N:5]([CH2:8][CH2:9][CH2:10][c:11]3[cH:12][cH:13][cH:14][cH:15][cH:16]3)[CH2:6][CH:7]12. The reactants are CN(C)c1ccncc1, COc1cc2nccc(Cl)c2cc1OC, Clc1ccccc1Cl, O, Oc1cc2cccnc2nc1-c1ccccc1. Product: COc1cc2nccc(Oc3cc4cccnc4nc3-c3ccccc3)c2cc1OC. Reaction SMILES: [CH3:34][N:35]([CH3:36])[c:37]1[cH:38][cH:39][n:40][cH:41][cH:42]1.[Cl:18][c:19]1[cH:20][cH:21][n:22][c:23]2[cH:24][c:25]([O:31][CH3:32])[c:26]([O:29][CH3:30])[cH:27][c:28]12.[Cl:43][c:44]1[cH:45][cH:46][cH:47][cH:48][c:49]1[Cl:50].[OH2:33].[c:1]1(-[c:7]2[n:8][c:9]3[n:10][cH:11][cH:12][cH:13][c:14]3[cH:15][c:16]2[OH:17])[cH:2][cH:3][cH:4][cH:5][cH:6]1>>[c:1]1(-[c:7]2[n:8][c:9]3[n:10][cH:11][cH:12][cH:13][c:14]3[cH:15][c:16]2[O:17][c:19]2[cH:20][cH:21][n:22][c:23]3[cH:24][c:25]([O:31][CH3:32])[c:26]([O:29][CH3:30])[cH:27][c:28]23)[cH:2][cH:3][cH:4][cH:5][cH:6]1. The reactants are CCC(CC)(NC(=O)OC(C)(C)C)C(=O)N(C)C, CCOC(C)=O, Cl. Yields the product CCC(N)(CC)C(=O)N(C)C, Cl. As a reaction SMILES: [CH3:1][N:2]([C:3](=[O:4])[C:5]([CH2:6][CH3:7])([CH2:8][CH3:9])[NH:10][C:11](=[O:12])[O:13][C:14]([CH3:15])([CH3:16])[CH3:17])[CH3:18].[CH3:20][CH2:21][O:22][C:23](=[O:24])[CH3:25].[ClH:19]>>[CH3:1][N:2]([C:3](=[O:4])[C:5]([CH2:6][CH3:7])([CH2:8][CH3:9])[NH2:10])[CH3:18].[ClH:19]. Starting materials: C[O-].[Na+] (Sodium methoxide), ClC1=C(C=O)C=C(C=C1)[N+](=O)[O-] (2-chloro-5-nitrobenzaldehyde), Cl (hydrochloric acid), C(CS)(=O)OC (methyl thioglycolate). Solvent: CO (methanol), CO (methanol), CO (methanol). Yields the product [N+](=O)([O-])C=1C=CC2=C(C=C(S2)C(=O)OC)C1 (methyl 5-nitrobenzothiophene-2-carboxylate). Isolated yield 95.2%. Reaction SMILES: [C:1]([O:5][CH3:6])(=[O:4])[CH2:2][SH:3].C[O-].[Na+].Cl[C:11]1[CH:18]=[CH:17][C:16]([N+:19]([O-:21])=[O:20])=[CH:15][C:12]=1[CH:13]=O.Cl>CO>[N+:19]([C:16]1[CH:17]=[CH:18][C:11]2[S:3][C:2]([C:1]([O:5][CH3:6])=[O:4])=[CH:13][C:12]=2[CH:15]=1)([O-:21])=[O:20] |f:1.2|. Procedure: A 2000 ml 3-necked round-bottomed flask, 250 ml pressure equalized dropping funnel, Teflon stirrer, and gas inlet were oven-dried for 12 hours at 160° C. The apparatus was rapidly assembled, fitted with a thermometer, flushed with dry nitrogen gas, and allowed to cool to room temperature. The cooled flask was charged with methanol (600 ml) and methyl thioglycolate (28.6 g, 0.27 mole). Sodium methoxide (19,98 g, 0.37 mole) in methanol (125 ml) was added to the reaction mixture over 10 minutes whi... Product: CC(C)C(O)c1ccccc1Br. Reactants: [Br-], O=C(Cl)c1ccccc1Br, CC(C)[Mg+], C1CCOC1. As a reaction SMILES: [Br-:11].[Br:1][c:2]1[c:3]([C:4](=[O:5])[Cl:6])[cH:7][cH:8][cH:9][cH:10]1.[CH:12]([CH3:13])([CH3:14])[Mg+:15].[O:16]1[CH2:17][CH2:18][CH2:19][CH2:20]1>>[Br:1][c:2]1[c:3]([CH:4]([OH:5])[CH:12]([CH3:13])[CH3:14])[cH:7][cH:8][cH:9][cH:10]1. Starting materials: CO, CC(C)N1CCN(Cc2ccc([N+](=O)[O-])cc2)CC1. The product is CC(C)N1CCN(Cc2ccc(N)cc2)CC1. Reaction SMILES: [CH3:20][OH:21].[CH:1]([CH3:2])([CH3:3])[N:4]1[CH2:5][CH2:6][N:7]([CH2:10][c:11]2[cH:12][cH:13][c:14]([N+:17]([O-:18])=[O:19])[cH:15][cH:16]2)[CH2:8][CH2:9]1>>[CH:1]([CH3:2])([CH3:3])[N:4]1[CH2:5][CH2:6][N:7]([CH2:10][c:11]2[cH:12][cH:13][c:14]([NH2:17])[cH:15][cH:16]2)[CH2:8][CH2:9]1.